Dataset: the Open Reaction Database (ORD), a public repository of structured organic reaction records. Task: describe an organic reaction: reactants, conditions, products, and yield Reactants: CC1=CC=CC(=C1N)[N+](=O)[O-] (6-methyl-2-nitroaniline), BrC1=CC=C(C=C1)CCO (4-bromophenylethyl alcohol). Product: CC1=C(NC2=CC=C(C=C2)CCO)C(=CC=C1)[N+](=O)[O-] (2-[4-(2-Methyl-6-nitroanilino)phenyl]ethanol). Reaction SMILES: [CH3:1][C:2]1[C:7]([NH2:8])=[C:6]([N+:9]([O-:11])=[O:10])[CH:5]=[CH:4][CH:3]=1.Br[C:13]1[CH:18]=[CH:17][C:16]([CH2:19][CH2:20][OH:21])=[CH:15][CH:14]=1>>[CH3:1][C:2]1[CH:3]=[CH:4][CH:5]=[C:6]([N+:9]([O-:11])=[O:10])[C:7]=1[NH:8][C:13]1[CH:18]=[CH:17][C:16]([CH2:19][CH2:20][OH:21])=[CH:15][CH:14]=1. Reported procedure: The title compound was prepared according to the procedure described in step 1 Example 45 from 6-methyl-2-nitroaniline and 4-bromophenylethyl alcohol. Starting materials: C(C)(C)(C)OC(=O)N1CC(CC1)NC(=O)C=1SC=CC1NC1=C2C(=NC=C1)NC=C2 (3-{[3-(1H-Pyrrolo[2,3-b]pyridin-4-ylamino)-thiophene-2-carbonyl]-amino}-pyrrolidine-1-carboxylic acid tert-butyl ester), C1(=CC=CC=C1)NCCN (N-phenylethylenediamine). The product is C1(=CC=CC=C1)NCCNC(=O)C=1SC=CC1NC1=C2C(=NC=C1)NC=C2 (3-(1H-Pyrrolo[2,3-b]pyridin-4-ylamino)-thiophene-2-carboxylic acid (2-phenylamino-ethyl)-amide). As a reaction SMILES: C(O[C:6]([N:8]1CC[CH:10]([NH:13][C:14]([C:16]2[S:17][CH:18]=[CH:19][C:20]=2[NH:21][C:22]2[CH:27]=[CH:26][N:25]=[C:24]3[NH:28][CH:29]=[CH:30][C:23]=23)=[O:15])[CH2:9]1)=O)(C)(C)C.[C:31]1(NCCN)[CH:36]=[CH:35]C=[CH:33][CH:32]=1>>[C:6]1([NH:8][CH2:9][CH2:10][NH:13][C:14]([C:16]2[S:17][CH:18]=[CH:19][C:20]=2[NH:21][C:22]2[CH:27]=[CH:26][N:25]=[C:24]3[NH:28][CH:29]=[CH:30][C:23]=23)=[O:15])[CH:35]=[CH:36][CH:31]=[CH:32][CH:33]=1. Procedure details: This compound was prepared in an analogous manner as 3-{[3-(1H-Pyrrolo[2,3-b]pyridin-4-ylamino)-thiophene-2-carbonyl]-amino}-pyrrolidine-1-carboxylic acid tert-butyl ester using N-phenylethylenediamine instead of 1-BOC-3-aminopyrrolidine. LCMS (ESI) 378 (M+H) 1H NMR (400 MHz, METHANOL-d4) δ ppm 8.00 (1H, d, J=5.66 Hz) 7.62 (1H, d, J=5.42 Hz) 7.45 (1H, d, J=5.37 Hz) 7.25 (1H, d, J=3.56 Hz) 7.07 (2H, dd, J=8.66, 7.30 Hz) 6.86 (1H, d, J=5.66 Hz) 6.51-6.67 (4H, m) 3.55 (2H, t, J=6.47 Hz) 3.25-3.30 (... Reactants: C(C1=CC=CC=C1)OC1=C(C=C(C=C1)C1=CCN(CC1)C(=O)OC(C)(C)C)F (tert-butyl 4-(4-(benzyloxy)-3-fluorophenyl)-5,6-dihydropyridine-1(2H)-carboxylate), [OH-].[Na+] (sodium hydroxide), OO (hydrogen peroxide), [BH4-].[Na+] (sodium borohydride), B(F)(F)F.CCOCC (boron trifluoride diethyl etherate). Solvent: C1CCOC1 (THF), ice water, CCO (EtOH), C1CCOC1 (THF). Reaction conditions: time 1 hour. Yields the product C(C1=CC=CC=C1)OC1=C(C=C(C=C1)[C@@H]1[C@H](CN(CC1)C(=O)OC(C)(C)C)O)F ((±)-rel-(3R,4R)-tert-butyl 4-(4-(benzyloxy)-3-fluorophenyl)-3-hydroxypiperidine-1-carboxylate). The yield is 93.5%. RXN SMILES: [BH4-].[Na+].B(F)(F)F.CC[O:9]CC.[CH2:12]([O:19][C:20]1[CH:25]=[CH:24][C:23]([C:26]2[CH2:31][CH2:30][N:29]([C:32]([O:34][C:35]([CH3:38])([CH3:37])[CH3:36])=[O:33])[CH2:28][CH:27]=2)=[CH:22][C:21]=1[F:39])[C:13]1[CH:18]=[CH:17][CH:16]=[CH:15][CH:14]=1.[OH-].[Na+].OO>C1COCC1.CCO>[CH2:12]([O:19][C:20]1[CH:25]=[CH:24][C:23]([C@H:26]2[CH2:31][CH2:30][N:29]([C:32]([O:34][C:35]([CH3:36])([CH3:38])[CH3:37])=[O:33])[CH2:28][C@@H:27]2[OH:9])=[CH:22][C:21]=1[F:39])[C:13]1[CH:14]=[CH:15][CH:16]=[CH:17][CH:18]=1 |f:0.1,2.3,5.6|. Procedure: To sodium borohydride (2.282 g, 60.3 mmol) in THF (81 ml) at 0° C. was added boron trifluoride diethyl etherate (9.86 ml, 78 mmol) dropwise via addition funnel. The ice bath was removed and the solution was allowed to warm to rt and stir for 1 h. The reaction was chilled to 0° C., then tert-butyl 4-(4-(benzyloxy)-3-fluorophenyl)-5,6-dihydropyridine-1(2H)-carboxylate (7.46 g, 19.5 mmol) in THF (8.11 ml) was added dropwise via additional funnel. After complete additional, the reaction was allowed ... Reactants: Cl(=O)(=O)(=O)[O-].FC1=CC=C(C(=O)CCC[N+]2=CC=C(C=C2)C2=NOC(=C2)C(F)(F)F)C=C1 (1-(3-p-fluorobenzoylpropyl)-4-[5-(trifluoromethyl)-3-isoxazolyl]pyridinium perchlorate), [BH4-].[Na+] (sodium borohydride), ice water. Run in CO (methanol). The product is FC1=CC=C(C=C1)C(CCCN1CCC(=CC1)C1=NOC(=C1)C(F)(F)F)O (3,6-Dihydro-α-(p-fluorophenyl)-4-[5-(trifluoromethyl)-3-isoxazolyl]-1(2H)-pyridinebutanol). As a reaction SMILES: Cl([O-])(=O)(=O)=O.[F:6][C:7]1[CH:32]=[CH:31][C:10]([C:11]([CH2:13][CH2:14][CH2:15][N+:16]2[CH:21]=[CH:20][C:19]([C:22]3[CH:26]=[C:25]([C:27]([F:30])([F:29])[F:28])[O:24][N:23]=3)=[CH:18][CH:17]=2)=[O:12])=[CH:9][CH:8]=1.[BH4-].[Na+]>CO>[F:6][C:7]1[CH:32]=[CH:31][C:10]([CH:11]([OH:12])[CH2:13][CH2:14][CH2:15][N:16]2[CH2:17][CH:18]=[C:19]([C:22]3[CH:26]=[C:25]([C:27]([F:29])([F:30])[F:28])[O:24][N:23]=3)[CH2:20][CH2:21]2)=[CH:9][CH:8]=1 |f:0.1,2.3|. Procedure: To a 1.0 g. portion of 1-(3-p-fluorobenzoylpropyl)-4-[5-(trifluoromethyl)-3-isoxazolyl]pyridinium perchlorate, prepared as described in Example 8, in 40 ml. of methanol, is added portionwise with stirring 1.0 g. of sodium borohydride. The mixture is stirred for 2 hours and poured into ice-water causing the formation of a white solid which is collected and recrystallized from methanol, m.p. 120.5°-121.5°C. Starting materials: molecular oxygen, C1(CCCCCCCCCCC1)O (cyclododecanol), C1(CCCCCCCCCCC1)=O (cyclododecanone), C1CCCCCCCCCCC1 (cyclododecane). Product: C(CCCCCCCCCC)=O (undecylaldehyde). RXN SMILES: [CH:1]1([OH:13])C[CH2:11][CH2:10][CH2:9][CH2:8][CH2:7][CH2:6][CH2:5][CH2:4][CH2:3][CH2:2]1.C1(=O)CCCCCCCCCCC1.C1CCCCCCCCCCC1>>[CH:1](=[O:13])[CH2:2][CH2:3][CH2:4][CH2:5][CH2:6][CH2:7][CH2:8][CH2:9][CH2:10][CH3:11]. Procedure details: Also, in the method of preparing a mixture of cyclododecanol with cyclododecanone by oxidizing cyclododecane with a molecular oxygen-containing gas, undecylaldehyde is produced as a by-product and is contained in refined cyclododecanone fraction obtained by distillation of the mixture. Solvent: ClCCl (dichloromethane). Procedure details: A 300-mL, three-neck, round-bottom flask, which has a thermometer and N2 gas inlet and is equipped with a Teflon-covered magnetic stirring bar, is charged with methylphenylsulfone (7 g, 50 mmol) and diphenylsulfide (9.3 g, 50 mmol). The reaction mixture is cooled to 0° C. Methanesulfonic acid (100 mL) is added to the reaction vessel. The temperature is gradually raised to room temperature over a 30-min period. The reaction is continued for 20 h at room temperature. The reaction mixture is then p... Conditions: temperature 0 celsius, time 20 hour. As a reaction SMILES: N#N.C[S:4]([C:7]1[CH:12]=[CH:11][CH:10]=CC=1)(=O)=O.[C:13]1([S:19][C:20]2[CH:25]=[CH:24][CH:23]=[CH:22][CH:21]=2)[CH:18]=[CH:17][CH:16]=[CH:15][CH:14]=1.[CH3:26]S(O)(=O)=O.[Cl:31]([OH:35])(=[O:34])(=[O:33])=[O:32].[OH2:36]>ClCCl>[Cl:31]([O-:35])(=[O:34])(=[O:33])=[O:32].[CH3:26][SH+:19]([C:13]1[CH:14]=[CH:15][CH:16]=[CH:17][CH:18]=1)([O:36][C:12]1[CH:11]=[CH:10][S:4][CH:7]=1)[C:20]1[CH:21]=[CH:22][CH:23]=[CH:24][CH:25]=1 |f:7.8|. Product: Cl(=O)(=O)(=O)[O-].C[SH+](C1=CC=CC=C1)(OC=1C=CSC1)C1=CC=CC=C1 (Methylphenyl[4-thiophenoxy]phenylsulfonium perchlorate). Reactants: O (water), N#N (N2), CS(=O)(=O)O (Methanesulfonic acid), Teflon, CS(=O)(=O)C1=CC=CC=C1 (methylphenylsulfone), C1(=CC=CC=C1)SC1=CC=CC=C1 (diphenylsulfide), Cl(=O)(=O)(=O)O (perchloric acid). The reactants are N([C@@H](CCCC)C(=O)O)C(=O)OCC1C2=CC=CC=C2C2=CC=CC=C12 (FmocNleOH), C1=CC=C(C=C1)C(C2=CC=CC=C2)(C3=CC=CC=C3Cl)Cl (2-chlorotrityl chloride resin). Product: N[C@@H](CCCC)C(=O)O.C1=CC=C(C=C1)C(C2=CC=CC=C2)(C3=CC=CC=C3Cl)Cl (HNle 2-chlorotrityl resin). Isolated yield 141.4%. Reaction SMILES: [NH:1](C(OCC1C2C(=CC=CC=2)C2C1=CC=CC=2)=O)[C@H:2]([C:7]([OH:9])=[O:8])[CH2:3][CH2:4][CH2:5][CH3:6].[CH:27]1[CH:32]=[CH:31][C:30]([C:33]([Cl:47])([C:40]2[C:45]([Cl:46])=[CH:44][CH:43]=[CH:42][CH:41]=2)[C:34]2[CH:39]=[CH:38][CH:37]=[CH:36][CH:35]=2)=[CH:29][CH:28]=1>>[NH2:1][C@H:2]([C:7]([OH:9])=[O:8])[CH2:3][CH2:4][CH2:5][CH3:6].[CH:37]1[CH:36]=[CH:35][C:34]([C:33]([Cl:47])([C:40]2[C:45]([Cl:46])=[CH:44][CH:43]=[CH:42][CH:41]=2)[C:30]2[CH:31]=[CH:32][CH:27]=[CH:28][CH:29]=2)=[CH:39][CH:38]=1 |f:2.3|. Procedure: The resin was prepared using similar methodology to that described in Example 2 step 2.3 from FmocNleOH (4.37 g) and 2-chlorotrityl chloride resin (7.45 g, 0.83 mmol/g, Novabiochem) to yield 7.77 g HNle-2-chlorotrityl resin (loading: 0.50 mmol/g). Starting materials: [BH3-]C#N, CCOC(=O)CN, CO, COc1ccc(C=O)cc1, Cl, [Na+]. Yields the product CCOC(=O)CNCc1ccc(OC)cc1. Reaction SMILES: [C:9]([BH3-:10])#[N:11].[CH2:2]([CH3:3])[O:4][C:5]([CH2:6][NH2:7])=[O:8].[CH3:23][OH:24].[CH:13]([c:14]1[cH:15][cH:16][c:17]([O:20][CH3:21])[cH:18][cH:19]1)=[O:22].[ClH:1].[Na+:12]>>[CH2:2]([CH3:3])[O:4][C:5]([CH2:6][NH:7][CH2:13][c:14]1[cH:15][cH:16][c:17]([O:20][CH3:21])[cH:18][cH:19]1)=[O:8]. The reactants are CC(C)n1ncnc1-c1cn2c(n1)-c1ccc(Br)cc1OCC2, CCc1ccccc1B(O)O, CS(C)=O. Product: CCc1ccccc1-c1ccc2c(c1)OCCn1cc(-c3ncnn3C(C)C)nc1-2. RXN SMILES: [Br:1][c:2]1[cH:3][c:4]2[c:5]([cH:22][cH:23]1)-[c:6]1[n:7]([cH:11][c:12](-[c:14]3[n:15][cH:16][n:17][n:18]3[CH:19]([CH3:20])[CH3:21])[n:13]1)[CH2:8][CH2:9][O:10]2.[CH2:24]([CH3:25])[c:26]1[c:27]([B:32]([OH:33])[OH:34])[cH:28][cH:29][cH:30][cH:31]1.[CH3:35][S:36]([CH3:37])=[O:38]>>[c:2]1(-[c:27]2[c:26]([CH2:24][CH3:25])[cH:31][cH:30][cH:29][cH:28]2)[cH:3][c:4]2[c:5]([cH:22][cH:23]1)-[c:6]1[n:7]([cH:11][c:12](-[c:14]3[n:15][cH:16][n:17][n:18]3[CH:19]([CH3:20])[CH3:21])[n:13]1)[CH2:8][CH2:9][O:10]2. Reactants: Cl.CN1N=CC(=N1)N (2-methyl-2H-1,2,3-triazol-4-amine hydrochloride), COC(=O)C1=CC2=C(CC(O2)(C)C)C(=C1)OC1=CC=C(C=C1)C#N (4-(4-cyano-phenoxy)-2,2-dimethyl-2,3-dihydro-benzofuran-6-carboxylic acid methyl ester). Yields the product CN1N=CC(=N1)NC(=O)C1=CC2=C(CC(O2)(C)C)C(=C1)OC1=CC=C(C=C1)C#N (4-(4-Cyano-phenoxy)-2,2-dimethyl-2,3-dihydro-benzofuran-6-carboxylic acid (2-methyl-2H-[1,2,3]triazol-4-yl)-amide), solid. The yield is 84.0%. As a reaction SMILES: Cl.[CH3:2][N:3]1[N:7]=[C:6]([NH2:8])[CH:5]=[N:4]1.C[O:10][C:11]([C:13]1[CH:23]=[C:22]([O:24][C:25]2[CH:30]=[CH:29][C:28]([C:31]#[N:32])=[CH:27][CH:26]=2)[C:16]2[CH2:17][C:18]([CH3:21])([CH3:20])[O:19][C:15]=2[CH:14]=1)=O>>[CH3:2][N:3]1[N:7]=[C:6]([NH:8][C:11]([C:13]2[CH:23]=[C:22]([O:24][C:25]3[CH:26]=[CH:27][C:28]([C:31]#[N:32])=[CH:29][CH:30]=3)[C:16]3[CH2:17][C:18]([CH3:21])([CH3:20])[O:19][C:15]=3[CH:14]=2)=[O:10])[CH:5]=[N:4]1 |f:0.1|. Procedure: The title compound was prepared in a similar manner as described for Example 1, from 2-methyl-2H-1,2,3-triazol-4-amine hydrochloride (533 mg, 1.78 mmol) and 4-(4-cyano-phenoxy)-2,2-dimethyl-2,3-dihydro-benzofuran-6-carboxylic acid methyl ester (187a) (128 mg, 0.396 mmol) to give a white solid (130 mg, 84% yield). 1H NMR (400 MHz, CDCl3) δ 8.82 (s, 1 H) 8.07 (s, 1 H) 7.62 (d, J=8.59 Hz, 2 H) 7.09 (d, J=10.36 Hz, 2 H) 7.02 (d, J=8.59 Hz, 2 H) 4.07 (s, 3 H) 2.88 (s, 2 H) 1.49 (s, 6 H); LCMS for C21...